describe an organic reaction: reactants, conditions, products, and yield From a dataset of the Open Reaction Database (ORD), a public repository of structured organic reaction records. Starting materials: C(C)(=O)NC1=C(C(=NC(=C1)C1=CC(=C(C=C1)[Si](C)(C)C)F)C(=O)OC)Cl (methyl 4-acetamido-3-chloro-6-(3-fluoro-4-(trimethylsilyl)phenyl)picolinate), BrBr (bromine), [O-]S(=O)[O-].[Na+].[Na+] (Na2SO3). Solvent: ClCCl (dichloromethane). Conditions: time 18 hour. The product is C(C)(=O)NC1=C(C(=NC(=C1)C1=CC(=C(C=C1)Br)F)C(=O)OC)Cl (methyl 4-acetamido-6-(4-bromo-3-fluorophenyl)-3-chloropicolinate). Isolated yield 98.7%. Reaction SMILES: [C:1]([NH:4][C:5]1[CH:10]=[C:9]([C:11]2[CH:16]=[CH:15][C:14]([Si](C)(C)C)=[C:13]([F:21])[CH:12]=2)[N:8]=[C:7]([C:22]([O:24][CH3:25])=[O:23])[C:6]=1[Cl:26])(=[O:3])[CH3:2].[Br:27]Br.[O-]S([O-])=O.[Na+].[Na+]>ClCCl>[C:1]([NH:4][C:5]1[CH:10]=[C:9]([C:11]2[CH:16]=[CH:15][C:14]([Br:27])=[C:13]([F:21])[CH:12]=2)[N:8]=[C:7]([C:22]([O:24][CH3:25])=[O:23])[C:6]=1[Cl:26])(=[O:3])[CH3:2] |f:2.3.4|. Procedure: To a 100-mL round bottom flask, equipped with a stir bar was added methyl 4-acetamido-3-chloro-6-(3-fluoro-4-(trimethylsilyl)phenyl)picolinate (433 mg, 1.11 mmol), dichloromethane (10 mL) and bromine (0.225 mL, 4.39 mmol). The reaction was allowed to stir at room temperature for 18 hrs. The reaction was then poured into 1 N Na2SO3 and extracted with ethyl acetate (3×50 mL). The combined organic layers were dried over anhydrous magnesium sulfate, filtered and concentrated. The resulting residue w... Reactants: CC(=O)O, Nc1ccc(C(F)(F)F)cn1, OO. The product is Nc1ccc(C(F)(F)F)c[n+]1[O-]. Reaction SMILES: [CH3:14][C:15](=[O:16])[OH:17].[F:1][C:2]([c:3]1[cH:4][cH:5][c:6]([NH2:9])[n:7][cH:8]1)([F:10])[F:11].[OH:12][OH:13]>>[F:1][C:2]([c:3]1[cH:4][cH:5][c:6]([NH2:9])[n+:7]([O-:12])[cH:8]1)([F:10])[F:11].